From a dataset of the Open Reaction Database (ORD), a public repository of structured organic reaction records. describe an organic reaction: reactants, conditions, products, and yield Starting materials: C(=O)(OC(C)(C)C)N[C@H](C=C)CC1CCCCC1 (Boc-1(S)-cyclohexylmethylprop-2-en-1-ylamine), ClC1=CC(=CC=C1)C(=O)OO (m-chloroperbenzoic acid). Run in C(Cl)Cl (CH2Cl2), C(Cl)Cl (CH2Cl2). Conditions: time 36 hour. Product: C(=O)(OC(C)(C)C)N[C@@H](CC1CCCCC1)C1OC1 (Boc-2-Cyclohexyl-1(S)-oxiran-2(R,S)-ylethylamine). As a reaction SMILES: [C:1]([NH:8][C@@H:9]([CH2:12][CH:13]1[CH2:18][CH2:17][CH2:16][CH2:15][CH2:14]1)[CH:10]=[CH2:11])([O:3][C:4]([CH3:7])([CH3:6])[CH3:5])=[O:2].ClC1C=CC=C(C(OO)=[O:27])C=1>C(Cl)Cl>[C:1]([NH:8][C@H:9]([CH:10]1[CH2:11][O:27]1)[CH2:12][CH:13]1[CH2:14][CH2:15][CH2:16][CH2:17][CH2:18]1)([O:3][C:4]([CH3:7])([CH3:5])[CH3:6])=[O:2]. Procedure: 2.6 g of Boc-1(S)-cyclohexylmethylprop-2-en-1-ylamine are dissolved in 50 ml of CH2Cl2, and 1.9 g of m-chloroperbenzoic acid in 50 ml of CH2Cl2 are added dropwise at 0° C. The reaction solution is stirred at R.T. for 36 h and is then extracted first with 100 ml of 5% strength aqueous Na2SO3 solution and then with 100 ml of saturated aqueous Na2CO3 solution. Drying over Na2SO4 and concentration in vacuo are followed by chromatography on silica gel (mobile phase MTB/cyclohexane 1:1) resulting in t...